From a dataset of the Open Reaction Database (ORD), a public repository of structured organic reaction records. describe an organic reaction: reactants, conditions, products, and yield Isolated yield 49.7%. Procedure: A mixture of 4-(1,1-dioxo-1λ6-isothiazolidin-2-yl)benzoic acid (253 mg) described in Preparation Example 16, 1-(2,4-dimethylphenyl)-[1,4]diazepane hydrochloride (253 mg) described in Preparation Example 93 and N-methylmorpholine (0.12 mL) was dissolved in a solution of methanol (2 mL), 1,4-dioxane (2 mL) and water (0.5 mL), 4-(4,6-dimethoxy[1.3.5]triazin-2-yl)-4-methylmorpholinium chloride hydrate (349 mg) was added, and the mixture was stirred at room temperature overnight. Water was added to t... RXN SMILES: [O:1]=[S:2]1(=[O:16])[CH2:6][CH2:5][CH2:4][N:3]1[C:7]1[CH:15]=[CH:14][C:10]([C:11]([OH:13])=O)=[CH:9][CH:8]=1.Cl.[CH3:18][C:19]1[CH:24]=[C:23]([CH3:25])[CH:22]=[CH:21][C:20]=1[N:26]1[CH2:32][CH2:31][CH2:30][NH:29][CH2:28][CH2:27]1.CN1CCOCC1.O.[Cl-].COC1N=C(OC)N=C([N+]2(C)CCOCC2)N=1>CO.O1CCOCC1.O>[CH3:18][C:19]1[CH:24]=[C:23]([CH3:25])[CH:22]=[CH:21][C:20]=1[N:26]1[CH2:32][CH2:31][CH2:30][N:29]([C:11]([C:10]2[CH:9]=[CH:8][C:7]([N:3]3[CH2:4][CH2:5][CH2:6][S:2]3(=[O:1])=[O:16])=[CH:15][CH:14]=2)=[O:13])[CH2:28][CH2:27]1 |f:1.2,4.5.6|. Reactants: O=S1(N(CCC1)C1=CC=C(C(=O)O)C=C1)=O (4-(1,1-dioxo-1λ6-isothiazolidin-2-yl)benzoic acid), O.[Cl-].COC1=NC(=NC(=N1)OC)[N+]1(CCOCC1)C (4-(4,6-dimethoxy[1.3.5]triazin-2-yl)-4-methylmorpholinium chloride hydrate), Cl.CC1=C(C=CC(=C1)C)N1CCNCCC1 (1-(2,4-dimethylphenyl)-[1,4]diazepane hydrochloride), CN1CCOCC1 (N-methylmorpholine). Run at time 8 hour. Product: CC1=C(C=CC(=C1)C)N1CCN(CCC1)C(=O)C1=CC=C(C=C1)N1S(CCC1)(=O)=O ([4-(2,4-dimethylphenyl)-[1,4]diazepan-1-yl][4-(1,1-dioxo-1λ6-isothiazolidin-2-yl)phenyl]methanone). Solvent: O (Water), CO (methanol), O1CCOCC1 (1,4-dioxane), O (water).